This data is from the Open Reaction Database (ORD), a public repository of structured organic reaction records. The task is: describe an organic reaction: reactants, conditions, products, and yield The reactants are COC=1C(N(C(=C2CCN(C(C12)=O)CC1=CC=C(C=C1)OC)C(=O)N(C)C)C)=O (4-methoxy-6-(4-methoxybenzyl)-N,N,2-trimethyl-3,5-dioxo-2,3,5,6,7,8-hexahydro-2,6-naphthyridine-1-carboxamide), Br (HBr). The solvent is CC(=O)O (HOAc). Conditions: temperature 75 celsius, time 8 hour. Yields the product OC=1C(N(C(=C2CCNC(C12)=O)C(=O)N(C)C)C)=O (4-hydroxy-N,N,2-trimethyl-3,5-dioxo-2,3,5,6,7,8-hexahydro-2,6-naphthyridine-1-carboxamide). As a reaction SMILES: C[O:2][C:3]1[C:4](=[O:29])[N:5]([CH3:28])[C:6]([C:23]([N:25]([CH3:27])[CH3:26])=[O:24])=[C:7]2[C:12]=1[C:11](=[O:13])[N:10](CC1C=CC(OC)=CC=1)[CH2:9][CH2:8]2.Br>CC(O)=O>[OH:2][C:3]1[C:4](=[O:29])[N:5]([CH3:28])[C:6]([C:23]([N:25]([CH3:26])[CH3:27])=[O:24])=[C:7]2[C:12]=1[C:11](=[O:13])[NH:10][CH2:9][CH2:8]2. Procedure: In a 50 mL heavy walled glass pressure flask 4-methoxy-6-(4-methoxybenzyl)-N,N,2-trimethyl-3,5-dioxo-2,3,5,6,7,8-hexahydro-2,6-naphthyridine-1-carboxamide (3.9 g) and 15 ml of (commercial) 33% HBr in HOAc were mixed. The flask was sealed, heated to 75° C. and allowed to stir overnight. The solvent was removed in vacuo. The remaining oil was dissolved in CH3CN and purified by reverse phase on a Biotage KPCM 250 compression module containing a 10 cm×60 cm Kiloprep cartridge. The product elutes at ... Reactants: OC1C(C(N(C1=O)C1=NC=C(C=C1)I)=O)(C)C ((4RS)-4-Hydroxy-1-(5-iodo-pyridin-2-yl)-3,3-dimethyl-pyrrolidine-2,5-dione), C(=O)(O)[O-].[Na+] (NaHCO3), N1C=NC=C1 (Imidazole), C(C)(C)(C)[Si](Cl)(C1=CC=CC=C1)C1=CC=CC=C1 (tert-butyldiphenylchlorosilane). Solvent: ClCCl (dichloromethane). Run at time 3 hour. The product is C(C)(C)(C)[Si](OC1C(C(N(C1=O)C1=NC=C(C=C1)I)=O)(C)C)(C1=CC=CC=C1)C1=CC=CC=C1 ((4RS)-4-(tert-Butyl-diphenyl-silanyloxy)-1-(5-iodo-pyridin-2-yl)-3,3-dimethyl-pyrrolidine-2,5-dione), solid. Yield: 74.0%. RXN SMILES: [OH:1][CH:2]1[C:6](=[O:7])[N:5]([C:8]2[CH:13]=[CH:12][C:11]([I:14])=[CH:10][N:9]=2)[C:4](=[O:15])[C:3]1([CH3:17])[CH3:16].N1C=CN=C1.[C:23]([Si:27]([C:35]1[CH:40]=[CH:39][CH:38]=[CH:37][CH:36]=1)([C:29]1[CH:34]=[CH:33][CH:32]=[CH:31][CH:30]=1)Cl)([CH3:26])([CH3:25])[CH3:24].C([O-])(O)=O.[Na+]>ClCCl>[C:23]([Si:27]([C:35]1[CH:40]=[CH:39][CH:38]=[CH:37][CH:36]=1)([C:29]1[CH:30]=[CH:31][CH:32]=[CH:33][CH:34]=1)[O:1][CH:2]1[C:6](=[O:7])[N:5]([C:8]2[CH:13]=[CH:12][C:11]([I:14])=[CH:10][N:9]=2)[C:4](=[O:15])[C:3]1([CH3:17])[CH3:16])([CH3:26])([CH3:24])[CH3:25] |f:3.4|. Reported procedure: (2.4 g, 3.47 mmol, 50%) (4RS)-4-Hydroxy-1-(5-iodo-pyridin-2-yl)-3,3-dimethyl-pyrrolidine-2,5-dione (Example 14, step 2) was dissolved in dichloromethane (20 ml). Imidazole (520 mg, 7.63 mmol) and tert-butyldiphenylchlorosilane (1.0 g, 3.64 mmol) were added at room temperature and the mixture was stirred for 3 hours at room temperature. Sat. NaHCO3 solution was added and the mixture was extracted with dichloromethane. The organic extracts were dried with sodium sulfate, filtered and evaporated. T... The reactants are BrCc1ccccc1, O=C([O-])[O-], O=C(NC1CC1)c1ccc(O)cc1, [K+], [K+], CN(C)C=O. Yields the product O=C(NC1CC1)c1ccc(OCc2ccccc2)cc1. Reaction SMILES: [Br:14][CH2:15][c:16]1[cH:17][cH:18][cH:19][cH:20][cH:21]1.[C:22](=[O:23])([O-:24])[O-:25].[CH:1]1([NH:4][C:5]([c:6]2[cH:7][cH:8][c:9]([OH:12])[cH:10][cH:11]2)=[O:13])[CH2:2][CH2:3]1.[K+:26].[K+:27].[O:28]=[CH:29][N:30]([CH3:31])[CH3:32]>>[CH:1]1([NH:4][C:5]([c:6]2[cH:7][cH:8][c:9]([O:12][CH2:15][c:16]3[cH:17][cH:18][cH:19][cH:20][cH:21]3)[cH:10][cH:11]2)=[O:13])[CH2:2][CH2:3]1. Starting materials: Cl.BrC1=CC2=C(N(C(=N2)CCCl)C(C)C)C2=CC=CC=C12 (5-bromo-2-(2-chloroethyl)-1-(1-methylethyl)-1H-naphth[1,2-d]imidazole hydrochloride), FC(C=1C=C(C=CC1)N1CCNCC1)(F)F (1-(3-trifluoromethylphenyl)piperazine). Run in C(C)O (ethanol). The product is BrC1=CC2=C(N(C(=N2)CCN2CCN(CC2)C2=CC(=CC=C2)C(F)(F)F)C(C)C)C2=CC=CC=C12 (5-Bromo-1-(1-methylethyl)-2-[2-[4-(3-trifluoromethylphenyl)-1-piperazinyl]ethyl]-1H-naphth[1,2-d]imidazole). RXN SMILES: Cl.[Br:2][C:3]1[C:21]2[C:16](=[CH:17][CH:18]=[CH:19][CH:20]=2)[C:6]2[N:7]([CH:13]([CH3:15])[CH3:14])[C:8]([CH2:10][CH2:11]Cl)=[N:9][C:5]=2[CH:4]=1.[F:22][C:23]([F:37])([F:36])[C:24]1[CH:25]=[C:26]([N:30]2[CH2:35][CH2:34][NH:33][CH2:32][CH2:31]2)[CH:27]=[CH:28][CH:29]=1>C(O)C>[Br:2][C:3]1[C:21]2[C:16](=[CH:17][CH:18]=[CH:19][CH:20]=2)[C:6]2[N:7]([CH:13]([CH3:15])[CH3:14])[C:8]([CH2:10][CH2:11][N:33]3[CH2:32][CH2:31][N:30]([C:26]4[CH:27]=[CH:28][CH:29]=[C:24]([C:23]([F:36])([F:37])[F:22])[CH:25]=4)[CH2:35][CH2:34]3)=[N:9][C:5]=2[CH:4]=1 |f:0.1|. Procedure details: The compound of the title is prepared by condensing 5-bromo-2-(2-chloroethyl)-1-(1-methylethyl)-1H-naphth[1,2-d]imidazole hydrochloride with 1-(3-trifluoromethylphenyl)piperazine. M.p. 161°-162° C. (from ethanol). The reactants are Na2S2O5, [N+](=O)([O-])C=1C=C(C=C)C=C(C1)[N+](=O)[O-] (3,5-Dinitrostyrene), CC(=O)C (acetone), C[N+]1(CCOCC1)[O-] (NMO). The reagents and catalysts are O=[Os](=O)(=O)=O (OsO4). Solvent: O (water), O (water). Run at temperature 0 celsius, time 16 hour. Product: OC(CO)C1=CC(=CC(=C1)[N+](=O)[O-])[N+](=O)[O-] (1-(1,2-Dihydroxyethyl)-3,5-dinitrobenzene). As a reaction SMILES: [N+:1]([C:4]1[CH:5]=C([CH:9]=[C:10]([N+:12]([O-:14])=[O:13])[CH:11]=1)C=C)([O-:3])=[O:2].C[N+]1([O-])CC[O:19]CC1.[CH3:23][C:24]([CH3:26])=[O:25]>O.O=[Os](=O)(=O)=O>[OH:25][CH:24]([C:26]1[CH:5]=[C:4]([N+:1]([O-:3])=[O:2])[CH:11]=[C:10]([N+:12]([O-:14])=[O:13])[CH:9]=1)[CH2:23][OH:19]. Reported procedure: 3,5-Dinitrostyrene (0.50 g, 2.58 mmol) was dissolved in a mixture of acetone and water (8:1, 70 ml) and the solution was cooled to 0° C. OsO4 (0.046 g, 0.18 mmol) and NMO (0.60 g, 5.15 mmol) were added and the solution was stirred at room temperature for 16 h. A solution of Na2S2O5 (1.5 g) in water (120 ml) was added and the organic solvent removed by evaporation. The aqueous phase was extracted with ethyl acetate (2×70 ml) and the combined organic phases were dried (Na2SO4) and evaporated. The ...